This data is from the Open Reaction Database (ORD), a public repository of structured organic reaction records. The task is: describe an organic reaction: reactants, conditions, products, and yield The reactants are ClC1=CC=2[C@@H](CNS(C2S1)(=O)=O)O ((S)-3,4-Dihydro-6-chloro-4-hydroxy-2H-thieno[3,2-e]-1,2-thiazine-1,1-dioxide), C([O-])([O-])=O.[K+].[K+] (potassium carbonate), BrCCOC (1-bromo-2-methoxyethane), BrCCOC (1-bromo-2-methoxyethane), BrCCOC (1-bromo-2-methoxyethane), [Cl-].[Na+] (sodium chloride). Solvent: CS(=O)C (dimethylsulfoxide). Run at time 3 hour. Product: ClC1=CC=2[C@@H](CN(S(C2S1)(=O)=O)CCOC)O ((S)-3,4-dihydro-6-chloro-4-hydroxy-2-(2-methoxyethyl)-2H-thieno[3,2-e]-1,2-thiazine-1,1-dioxide). The yield is 75.0%. Reaction SMILES: [Cl:1][C:2]1[S:10][C:9]2[S:8](=[O:12])(=[O:11])[NH:7][CH2:6][C@@H:5]([OH:13])[C:4]=2[CH:3]=1.C(=O)([O-])[O-].[K+].[K+].Br[CH2:21][CH2:22][O:23][CH3:24].[Cl-].[Na+]>CS(C)=O>[Cl:1][C:2]1[S:10][C:9]2[S:8](=[O:11])(=[O:12])[N:7]([CH2:21][CH2:22][O:23][CH3:24])[CH2:6][C@@H:5]([OH:13])[C:4]=2[CH:3]=1 |f:1.2.3,5.6|. Reported procedure: A mixture of (S)-3,4-dihydro-6-chloro-4-hydroxy-2H-thieno[3,2-e]-1,2-thiazine-1,1-dioxide (5, 1.2 g) and potassium carbonate (2.1 g) in dimethylsulfoxide (7 mL) was treated with 1-bromo-2-methoxyethane (0.5 eq, 0.25 mL) and the mixture was stirred at ambient temperature for 3 hours. Another 0.25 mL of 1-bromo-2-methoxyethane was then added and the mixture was stirred at ambient temperature for 18 hours. TLC analysis after this period indicated incomplete reaction, so another 0.25 mL of 1-bromo-2...